From a dataset of the Open Reaction Database (ORD), a public repository of structured organic reaction records. describe an organic reaction: reactants, conditions, products, and yield The reactants are OC(C/C=C/[C@@H]1N(C(O[C@H]1C)=O)CCSC=1SC=C(N1)C(=O)OCCCC)(CCCCC)C (butyl 2-[(2-{(4S,5S)-4-[(1E)-4-hydroxy-4-methyl-1-nonenyl]-5-methyl-2-oxo-1,3-oxazolidin-3-yl}ethyl)thio]-1,3-thiazole-4-carboxylate), [OH-].[Na+] (sodium hydroxide), Cl (hydrochloric acid). The solvent is CO (methanol). Conditions: temperature 0 celsius, time 45 minute. Yields the product OC(C/C=C/[C@@H]1N(C(O[C@H]1C)=O)CCSC=1SC=C(N1)C(=O)O)(CCCCC)C (2-[(2-{(4S,5S)-4-[(1E)-4-hydroxy-4-methyl-1-nonenyl]-5-methyl-2-oxo-1,3-oxazolidin-3-yl}ethyl)sulfanyl]-1,3-thiazole-4-carboxylic acid). Yield: 89.8%. RXN SMILES: [OH:1][C:2]([CH3:33])([CH2:28][CH2:29][CH2:30][CH2:31][CH3:32])[CH2:3]/[CH:4]=[CH:5]/[C@H:6]1[C@H:10]([CH3:11])[O:9][C:8](=[O:12])[N:7]1[CH2:13][CH2:14][S:15][C:16]1[S:17][CH:18]=[C:19]([C:21]([O:23]CCCC)=[O:22])[N:20]=1.[OH-].[Na+].Cl>CO>[OH:1][C:2]([CH3:33])([CH2:28][CH2:29][CH2:30][CH2:31][CH3:32])[CH2:3]/[CH:4]=[CH:5]/[C@H:6]1[C@H:10]([CH3:11])[O:9][C:8](=[O:12])[N:7]1[CH2:13][CH2:14][S:15][C:16]1[S:17][CH:18]=[C:19]([C:21]([OH:23])=[O:22])[N:20]=1 |f:1.2|. Procedure: To a solution of the compound 44 (3.7 g) in methanol (37 mL) was added dropwise 2N aqueous sodium hydroxide solution (11 mL) at 0° C. The solution temperature was risen to room temperature and the solution was stirred for 45 minutes. After the reaction solution was cooled to 0° C., 2N hydrochloric acid was added thereto and the solution was extracted with ethyl acetate. The organic layer was washed with water and brine, dried over anhydrous magnesium sulfate and concentrated. The obtained residu... RXN SMILES: [C:13]([O:14][CH3:15])(=[O:16])[CH3:17].[C:48](=[O:49])([OH:50])[O-:51].[CH2:53]1[O:54][CH2:55][CH2:56][CH2:57]1.[CH2:8]([Li:9])[CH2:10][CH2:11][CH3:12].[CH3:18][CH:19]1[CH:20]=[C:21]([CH3:22])[O:23][C:24](=[O:25])[CH2:26]1.[CH3:29][CH:30]([CH2:31][C:32]([CH2:33][C:34](=[O:35])[O:36][CH3:37])=[O:38])[CH2:39][C:40]([CH3:41])=[O:42].[CH3:43][S:44](=[O:45])(=[O:46])[OH:47].[CH:1]([NH:2][CH:3]([CH3:4])[CH3:5])([CH3:6])[CH3:7].[Cl-:27].[NH4+:28].[Na+:52].[cH:58]1[cH:59][cH:60][cH:61][cH:62][cH:63]1>>[CH3:29][CH:30]1[CH2:31][C:32](=[O:38])[C:33]([C:34](=[O:35])[O:36][CH3:37])=[C:40]([CH3:41])[CH2:39]1. Product: COC(=O)C1=C(C)CC(C)CC1=O. Reactants: COC(C)=O, O=C([O-])O, C1CCOC1, [Li]CCCC, CC1=CC(C)CC(=O)O1, COC(=O)CC(=O)CC(C)CC(C)=O, CS(=O)(=O)O, CC(C)NC(C)C, [Cl-], [NH4+], [Na+], c1ccccc1. Starting materials: C1=NC=CC2=CC=C(C=C12)OS(=O)(=O)C(F)(F)F (Trifluoro-methanesulfonic acid isoquinolin-7-yl ester), C(=O)(OC(C)(C)C)N1CCNCC1 (1-BOC-piperazine). The product is C(C)(C)(C)OC(=O)N1CCN(CC1)C1=CC=C2C=CN=CC2=C1 (4-Isoquinolin-7-yl-piperazine-1-carboxylic acid tert-butyl ester). RXN SMILES: [CH:1]1[C:10]2[C:5](=[CH:6][CH:7]=[C:8](OS(C(F)(F)F)(=O)=O)[CH:9]=2)[CH:4]=[CH:3][N:2]=1.[C:19]([N:26]1[CH2:31][CH2:30][NH:29][CH2:28][CH2:27]1)([O:21][C:22]([CH3:25])([CH3:24])[CH3:23])=[O:20]>>[C:22]([O:21][C:19]([N:26]1[CH2:31][CH2:30][N:29]([C:8]2[CH:9]=[C:10]3[C:5]([CH:4]=[CH:3][N:2]=[CH:1]3)=[CH:6][CH:7]=2)[CH2:28][CH2:27]1)=[O:20])([CH3:25])([CH3:23])[CH3:24]. Procedure: The product from step (a) above (300 mg, 1.1 mmol) and 1-BOC-piperazine (307 mg, 1.6 mmol, Aldrich) was reacted under the conditions of Example 132b to give the title compound as yellow amorphous solid, which was used for the next step. MS (ESI, pos. ion) m/z: 314 (M+1). The reactants are C1(=CC=CC=C1)P(=O)(C1=CC=CC=C1)OC=1[C@@H]([C@@H]2N(C1C(=O)OCC1=CC=C(C=C1)[N+](=O)[O-])C([C@@H]2[C@@H](C)O)=O)C (p-nitrobenzyl (1R,5S,6S)-2-(diphenylphosphoryloxy)-6-[(R)-1-hydroxyethyl]-1-methylcarbapen-2-em-3-carboxylate), C(C)(C)N(CC)C(C)C (diisopropylethylamine), C(C)(=O)SC1CN(C1)C=1SC=C(N1)C(=O)N1CC(C1)OC (3-acetylthio-1-[4-(3-methoxyazetidine-1-carbonyl)-1,3-thiazol-2-yl]azetidine), C(C)(=O)O.NN (hydrazine acetate), C(O)([O-])=O.[Na+] (sodium hydrogencarbonate). Solvent: C(C)#N (acetonitrile), CN(C=O)C (dimethylformamide), C(C)(=O)OCC (ethyl acetate). Conditions: time 1 hour. Yields the product COC1CN(C1)C(=O)C=1N=C(SC1)N1CC(C1)SC=1[C@@H]([C@H]2N(C1C(=O)OCC1=CC=C(C=C1)[N+](=O)[O-])C([C@@H]2[C@@H](C)O)=O)C (p-nitrobenzyl (1R,5S,6S)-2-{1-[4-(3-methoxyazetidine-1-carbonyl)-1,3-thiazol-2-yl]azetidin-3-yl}thio-6-[(R)-1-hydroxyethyl]-1-methylcarbapen-2-em-3-carboxylate). Yield: 94.4%. Reaction SMILES: C([S:4][CH:5]1[CH2:8][N:7]([C:9]2[S:10][CH:11]=[C:12]([C:14]([N:16]3[CH2:19][CH:18]([O:20][CH3:21])[CH2:17]3)=[O:15])[N:13]=2)[CH2:6]1)(=O)C.C(O)(=O)C.NN.C1(P(O[C:43]2[C@H:44]([CH3:67])[C@H:45]3[C@@H:62]([C@H:63]([OH:65])[CH3:64])[C:61](=[O:66])[N:46]3[C:47]=2[C:48]([O:50][CH2:51][C:52]2[CH:57]=[CH:56][C:55]([N+:58]([O-:60])=[O:59])=[CH:54][CH:53]=2)=[O:49])(C2C=CC=CC=2)=O)C=CC=CC=1.C(N(C(C)C)CC)(C)C.C(=O)([O-])O.[Na+]>CN(C)C=O.C(#N)C.C(OCC)(=O)C>[CH3:21][O:20][CH:18]1[CH2:17][N:16]([C:14]([C:12]2[N:13]=[C:9]([N:7]3[CH2:6][CH:5]([S:4][C:43]4[C@H:44]([CH3:67])[C@@H:45]5[C@@H:62]([C@H:63]([OH:65])[CH3:64])[C:61](=[O:66])[N:46]5[C:47]=4[C:48]([O:50][CH2:51][C:52]4[CH:53]=[CH:54][C:55]([N+:58]([O-:60])=[O:59])=[CH:56][CH:57]=4)=[O:49])[CH2:8]3)[S:10][CH:11]=2)=[O:15])[CH2:19]1 |f:1.2,5.6|. Procedure details: To a solution of 3-acetylthio-1-[4-(3-methoxyazetidine-1-carbonyl)-1,3-thiazol-2-yl]azetidine (350 mg, 1.07 mmol) (obtained as described in Reference Example 31) in dimethylformamide (18 ml) was added hydrazine acetate (118 mg, 1.28 mmol) at room temperature under an atmosphere of nitrogen and the mixture was stirred for 1 hour. After checking the completion of the reaction, a solution of p-nitrobenzyl (1R,5S,6S)-2-(diphenylphosphoryloxy)-6-[(R)-1-hydroxyethyl]-1-methylcarbapen-2-em-3-carboxylat...